This data is from the Open Reaction Database (ORD), a public repository of structured organic reaction records. The task is: describe an organic reaction: reactants, conditions, products, and yield The reactants are CCOC(=O)CCN(C)C(=O)c1ccc(NC(CC(C)C)c2cc(-c3ccc(OC)nc3)oc2C)cn1, CCO, [Li+], C1CCOC1, [OH-]. Product: COc1ccc(-c2cc(C(CC(C)C)Nc3ccc(C(=O)N(C)CCC(=O)O)nc3)c(C)o2)cn1. Reaction SMILES: [CH3:1][O:2][c:3]1[cH:4][cH:5][c:6](-[c:9]2[cH:10][c:11]([CH:15]([CH2:16][CH:17]([CH3:18])[CH3:19])[NH:20][c:21]3[cH:22][cH:23][c:24]([C:27](=[O:28])[N:29]([CH2:30][CH2:31][C:32](=[O:33])[O:34][CH2:35][CH3:36])[CH3:37])[n:25][cH:26]3)[c:12]([CH3:14])[o:13]2)[cH:7][n:8]1.[CH3:45][CH2:46][OH:47].[Li+:43].[O:38]1[CH2:39][CH2:40][CH2:41][CH2:42]1.[OH-:44]>>[CH3:1][O:2][c:3]1[cH:4][cH:5][c:6](-[c:9]2[cH:10][c:11]([CH:15]([CH2:16][CH:17]([CH3:18])[CH3:19])[NH:20][c:21]3[cH:22][cH:23][c:24]([C:27](=[O:28])[N:29]([CH2:30][CH2:31][C:32](=[O:33])[OH:34])[CH3:37])[n:25][cH:26]3)[c:12]([CH3:14])[o:13]2)[cH:7][n:8]1. The reactants are C(C)(=O)O[BH-](OC(C)=O)OC(C)=O.[Na+] (sodium triacetoxyborohydride), O (water), N1N=CC=2C[C@H](CCC12)N ((S)-(4,5,6,7-tetrahydro-1H-indazol-5-yl)amine), ClC=1C=C(C=C(C1C[C@H]1C(OC(C1)O)=O)Cl)C1=CC=C(C=C1)F ((R)-3-(3,5-Dichloro-4′-fluoro-biphenyl-4-ylmethyl)-5-hydroxy-dihydro-furan-2-one), C(C)(=O)O[BH-](OC(C)=O)OC(C)=O.[Na+] (sodium triacetoxyborohydride). Run in C(C)#N (ACN). Reaction conditions: temperature 50 celsius, time 2.5 hour. Yields the product ClC=1C=C(C=C(C1C[C@@H](C(=O)O)CCN[C@@H]1CC=2C=NNC2CC1)Cl)C1=CC=C(C=C1)F ((R)-2-(3,5-Dichloro-4′-fluoro-biphenyl-4-ylmethyl)-4-[(S)-(4,5,6,7-tetrahydro-1H-indazol-5-yl)amino]-butyric acid). The yield is 66.6%. RXN SMILES: [NH:1]1[C:9]2[CH2:8][CH2:7][C@H:6]([NH2:10])[CH2:5][C:4]=2[CH:3]=[N:2]1.[Cl:11][C:12]1[CH:13]=[C:14]([C:27]2[CH:32]=[CH:31][C:30]([F:33])=[CH:29][CH:28]=2)[CH:15]=[C:16]([Cl:26])[C:17]=1[CH2:18][C@@H:19]1[CH2:23][CH:22](O)[O:21][C:20]1=[O:25].C(O[BH-](OC(=O)C)OC(=O)C)(=O)C.[Na+].O>C(#N)C>[Cl:11][C:12]1[CH:13]=[C:14]([C:27]2[CH:28]=[CH:29][C:30]([F:33])=[CH:31][CH:32]=2)[CH:15]=[C:16]([Cl:26])[C:17]=1[CH2:18][C@H:19]([CH2:23][CH2:22][NH:10][C@H:6]1[CH2:7][CH2:8][C:9]2[NH:1][N:2]=[CH:3][C:4]=2[CH2:5]1)[C:20]([OH:25])=[O:21] |f:2.3|. Procedure: To a solution of 0.30 g (2.2 mmoles) of (S)-(4,5,6,7-tetrahydro-1H-indazol-5-yl)amine in 15 mL of ACN at 43° C., add 0.732 g (2.05 mmoles) of (R)-3-(3,5-Dichloro-4′-fluoro-biphenyl-4-ylmethyl)-5-hydroxy-dihydro-furan-2-one. Heat the mixture at 50° C. for 0.5 h and allow to cool to room temperature. Add 0.70 g (3.3 mmoles) of sodium triacetoxyborohydride. After 2.5 h, add an additional charge of sodium triacetoxyborohydride (100 mg). After 1 h, heat to 50° C. and add 15 mL of water slowly. Allow ... The reactants are C(=O)C1=CC=C(C=C1)NC(C)=O (N-(4-formylphenyl)acetamide), [Cl-].[NH4+] (ammonium chloride), BrC(C)C (2-bromopropane), [Mg] (magnesium). Run in O1CCCC1 (tetrahydrofuran). Conditions: time 1 hour. Yields the product 63.5, OC(C(C)C)C1=CC=C(C=C1)NC(C)=O (N-[4-(1-hydroxy-2-methylpropyl)phenyl]acetamide). The yield is 100.0%. Reaction SMILES: Br[CH:2]([CH3:4])[CH3:3].[Mg].[CH:6]([C:8]1[CH:13]=[CH:12][C:11]([NH:14][C:15](=[O:17])[CH3:16])=[CH:10][CH:9]=1)=[O:7].[Cl-].[NH4+]>O1CCCC1>[OH:7][CH:6]([C:8]1[CH:9]=[CH:10][C:11]([NH:14][C:15](=[O:17])[CH3:16])=[CH:12][CH:13]=1)[CH:2]([CH3:4])[CH3:3] |f:3.4|. Procedure: (a-1) To a stirred and refluxed Grignard complex previously prepared starting from 110.7 parts of 2-bromopropane, 21.75 parts of magnesium and 900 parts of dry tetrahydrofuran were added dropwise 50 parts of N-(4-formylphenyl)acetamide at <30° C. Upon completion, stirring was continued for 1 hour at room temperature. The reaction mixture was hydrolysed with a mixture of ammonium chloride and crushed ice and the product was extracted with ethyl acetate. The extract was washed with water, dried, f... The reactants are C(C1=CC=CC=C1)N1CC(C(CC1)=O)C1=CC(=C(C=C1)Cl)Cl (1-benzyl-3-(3,4-dichloro-phenyl)-piperidin-4-one), N1CCSCC1 (thiomorpholine), FC(C=1C=C(C(=O)Cl)C=C(C1)C(F)(F)F)(F)F (3,5-bistrifluoromethyl-benzoyl chloride). The product is FC(C=1C=C(C=C(C1)C(F)(F)F)C(=O)N1C[C@H]([C@H](CC1)N1CCSCC1)C1=CC(=C(C=C1)Cl)Cl)(F)F (Rac-cis-(3,5-Bis-trifluoromethyl-phenyl)-[3-(3,4-dichloro-phenyl)-4-thiomorpholin-4-yl-piperidin-1-yl]-methanone). As a reaction SMILES: C([N:8]1[CH2:13][CH2:12][C:11](=O)[CH:10]([C:15]2[CH:20]=[CH:19][C:18]([Cl:21])=[C:17]([Cl:22])[CH:16]=2)[CH2:9]1)C1C=CC=CC=1.[NH:23]1[CH2:28][CH2:27][S:26][CH2:25][CH2:24]1.[F:29][C:30]([F:45])([F:44])[C:31]1[CH:32]=[C:33]([CH:37]=[C:38]([C:40]([F:43])([F:42])[F:41])[CH:39]=1)[C:34](Cl)=[O:35]>>[F:29][C:30]([F:45])([F:44])[C:31]1[CH:32]=[C:33]([C:34]([N:8]2[CH2:13][CH2:12][C@H:11]([N:23]3[CH2:28][CH2:27][S:26][CH2:25][CH2:24]3)[C@H:10]([C:15]3[CH:20]=[CH:19][C:18]([Cl:21])=[C:17]([Cl:22])[CH:16]=3)[CH2:9]2)=[O:35])[CH:37]=[C:38]([C:40]([F:43])([F:42])[F:41])[CH:39]=1. Procedure details: The title compound, MS: m/e=571.0 (M+H+), was prepared in accordance with the general method of example 26 from 1-benzyl-3-(3,4-dichloro-phenyl)-piperidin-4-one, thiomorpholine and 3,5-bistrifluoromethyl-benzoyl chloride. Reactants: CCCCCCCC(=O)Cl, Cl, On1c(C(F)(F)F)nc2ncc(Cl)cc21, c1ccncc1. Yields the product CCCCCCCC(=O)On1c(C(F)(F)F)nc2ncc(Cl)cc21. RXN SMILES: [C:16]([CH2:17][CH2:18][CH2:19][CH2:20][CH2:21][CH2:22][CH3:23])(=[O:24])[Cl:25].[ClH:26].[OH:1][n:2]1[c:3]([C:12]([F:13])([F:14])[F:15])[n:4][c:5]2[n:6][cH:7][c:8]([Cl:11])[cH:9][c:10]12.[cH:27]1[cH:28][cH:29][n:30][cH:31][cH:32]1>>[O:1]([n:2]1[c:3]([C:12]([F:13])([F:14])[F:15])[n:4][c:5]2[n:6][cH:7][c:8]([Cl:11])[cH:9][c:10]12)[C:16]([CH2:17][CH2:18][CH2:19][CH2:20][CH2:21][CH2:22][CH3:23])=[O:24]. The reactants are CN(C)CCC(C)(C)C (N,N,3,3-tetramethylbutylamine), BrCCC(C)(C)C (1-bromo-3,3-dimethylbutane), C(C)(C)O (isopropanol), C([O-])([O-])=O.[Na+].[Na+] (sodium carbonate). The solvent is C(C)OCC (diethylether). Conditions: temperature 100 celsius. The product is [Br-].C[N+](CCC(C)(C)C)(CCC(C)(C)C)C (N,N-dimethyl-N,N-di(3,3-dimethylbutyl)ammonium bromide). Isolated yield 35.1%. RXN SMILES: [CH3:1][N:2]([CH2:4][CH2:5][C:6]([CH3:9])([CH3:8])[CH3:7])[CH3:3].[Br:10][CH2:11][CH2:12][C:13]([CH3:16])([CH3:15])[CH3:14].C(O)(C)C.C(=O)([O-])[O-].[Na+].[Na+]>C(OCC)C>[Br-:10].[CH3:1][N+:2]([CH3:3])([CH2:4][CH2:5][C:6]([CH3:9])([CH3:8])[CH3:7])[CH2:11][CH2:12][C:13]([CH3:16])([CH3:15])[CH3:14] |f:3.4.5,7.8|. Procedure: A mixture was prepared containing 1 g (0.77×10−2 moles) of N,N,3,3-tetramethylbutylamine (Aldrich) and 1.917 g (1.16×10−2 moles) of 1-bromo-3,3-dimethylbutane (Prolabo) and about 4 ml of isopropanol. Next, 1.23 g (1.16×10−2 mole) of sodium carbonate was added. This suspension was heated under reflux for 2 days at a temperature of 100° C. A white solid appeared and after this time, about 5 ml of diethylether was added to the reaction mixture to increase the quantity of precipitate. The isopropano... Reactants: CC(C)([O-])C.[K+] (potassium t-butoxide), C1(=CC=CC=C1)CN1C=NC2=C1C=CC=C2 (N-(phenylmethyl)-1H-benzimidazole), C1(=CC=CC=C1)C=NC1=CC=CC=C1 (N-(phenylmethylene)benzenamine), ice. Run in CN(C)C=O (DMF), CN(C)C=O (DMF). Yields the product C1(=CC=CC=C1)C#CC1=CC=CC=C1 (Diphenylacetylene). Isolated yield 73.0%. As a reaction SMILES: CC(C)([O-])C.[K+].[C:7]1([CH2:13]N2C3C=CC=CC=3N=C2)[CH:12]=[CH:11][CH:10]=[CH:9][CH:8]=1.[C:23]1([CH:29]=NC2C=CC=CC=2)[CH:28]=[CH:27][CH:26]=[CH:25][CH:24]=1>CN(C=O)C>[C:23]1([C:29]#[C:13][C:7]2[CH:8]=[CH:9][CH:10]=[CH:11][CH:12]=2)[CH:28]=[CH:27][CH:26]=[CH:25][CH:24]=1 |f:0.1|. Reported procedure: To potassium t-butoxide (5.6 g, 50 mmol) in DMF (40 mL) at 75° C. was added N-(phenylmethyl)-1H-benzimidazole (2.08 g, 10 mmol) and N-(phenylmethylene)benzenamine (1.81 g, 10 mmol) dissolved in DMF (10 mL). After 5 hours the solution is poured into ice-cold water (150 mL), extracted with CHCl3 (3×50 mL) and chromatographed (PE). Diphenylacetylene was obtained in 73 % yield.